Dataset: the Open Reaction Database (ORD), a public repository of structured organic reaction records. Task: describe an organic reaction: reactants, conditions, products, and yield The reactants are COC(=O)c1cn(C2CC2)c2c(OC)c(Cl)c(F)cc2c1=O, O, O=S(=O)(O)O. The product is COc1c(Cl)c(F)cc2c(=O)c(C(=O)O)cn(C3CC3)c12. RXN SMILES: [CH:1]1([n:4]2[cH:5][c:6]([C:19](=[O:20])[O:21][CH3:22])[c:7](=[O:18])[c:8]3[cH:9][c:10]([F:17])[c:11]([Cl:16])[c:12]([O:14][CH3:15])[c:13]23)[CH2:2][CH2:3]1.[OH2:28].[S:23](=[O:24])(=[O:25])([OH:26])[OH:27]>>[CH:1]1([n:4]2[cH:5][c:6]([C:19](=[O:20])[OH:21])[c:7](=[O:18])[c:8]3[cH:9][c:10]([F:17])[c:11]([Cl:16])[c:12]([O:14][CH3:15])[c:13]23)[CH2:2][CH2:3]1.